From a dataset of the Open Reaction Database (ORD), a public repository of structured organic reaction records. describe an organic reaction: reactants, conditions, products, and yield Reactants: CCOC(=O)c1cc(C(C)(C)C)nn1CC, CCO, CCOC(C)=O, [Li+], C1COCCO1, [OH-], O, O=C(O)CC(O)(CC(=O)O)C(=O)O. The product is CCn1nc(C(C)(C)C)cc1C(=O)O. Reaction SMILES: [C:1]([CH3:2])([CH3:3])([CH3:4])[c:5]1[n:6][n:7]([CH2:15][CH3:16])[c:8]([C:10](=[O:11])[O:12][CH2:13][CH3:14])[cH:9]1.[CH2:26]([OH:27])[CH3:28].[CH3:29][CH2:30][O:31][C:32]([CH3:33])=[O:34].[Li+:17].[O:20]1[CH2:21][CH2:22][O:23][CH2:24][CH2:25]1.[OH-:18].[OH2:19].[OH:35][C:36]([CH2:37][C:38]([C:39](=[O:40])[OH:41])([CH2:42][C:43](=[O:44])[OH:45])[OH:46])=[O:47]>>[C:1]([CH3:2])([CH3:3])([CH3:4])[c:5]1[n:6][n:7]([CH2:15][CH3:16])[c:8]([C:10](=[O:11])[OH:12])[cH:9]1. The reactants are BrC1C(C2=CC=CC(=C2C1)CC(=O)OC(C)(C)C)=O (tert-butyl (2-bromo-1-oxoindan-4-yl)acetate), BrBr (bromine), ice, Br (hydrobromic acid), O=C1CCC2=C(C=CC=C12)CC(=O)O ((1-oxoindan-4-yl)acetic acid). Run in O (water), C(C)(=O)O (acetic acid). Reaction conditions: time 1 hour. Yields the product BrC1C(C2=CC=CC(=C2C1)CC(=O)O)=O ((2-bromo-1-oxoindan-4-yl)acetic acid). RXN SMILES: [Br:1][CH:2]1[CH2:10][C:9]2[C:4](=[CH:5][CH:6]=[CH:7][C:8]=2[CH2:11][C:12]([O:14]C(C)(C)C)=[O:13])[C:3]1=[O:19].Br.O=C1C2C(=C(CC(O)=O)C=CC=2)CC1.BrBr>C(O)(=O)C.O>[Br:1][CH:2]1[CH2:10][C:9]2[C:4](=[CH:5][CH:6]=[CH:7][C:8]=2[CH2:11][C:12]([OH:14])=[O:13])[C:3]1=[O:19]. Procedure: The (2-bromo-1-oxoindan-4-yl)acetic acid can be obtained in the following manner: 4 ml of hydrobromic acid at 47% are added to a solution of 38 g of (1-oxoindan-4-yl)acetic acid in 800 ml of acetic acid. 11 ml of bromine are added dropwise and over 10 minutes to this solution cooled to a temperature close to 15° C. and then the reaction medium is kept stirring for one hour at a temperature close to 15° C. The reaction medium is allowed to return to a temperature close to 20° C. and the reaction ... Reactants: CS(=O)C=1SC2=C(N1)C=CC(=C2)OC2=CC(=NC=C2)C(=O)OC(C)(C)C (tert-butyl 4-(2-(methylsulfinyl)benzo[d]thiazol-6-yloxy)picolinate), [C@@H]1([C@@H](CCCC1)N)N ((1R,2R)-cyclohexane-1,2-diamine), CCN(C(C)C)C(C)C (DIPEA), CN1CCCC1=O (NMP). Run at temperature 100 celsius, time 3 day. Product: O[C@H]1[C@@H](CCCC1)NC=1SC2=C(N1)C=CC(=C2)OC2=CC(=NC=C2)C(=O)OC(C)(C)C (tert-butyl 4-(2-((1R,2R)-2-hydroxycyclohexylamino)benzo[d]thiazol-6-yloxy)picolinate). As a reaction SMILES: CS([C:4]1[S:5][C:6]2[CH:12]=[C:11]([O:13][C:14]3[CH:19]=[CH:18][N:17]=[C:16]([C:20]([O:22][C:23]([CH3:26])([CH3:25])[CH3:24])=[O:21])[CH:15]=3)[CH:10]=[CH:9][C:7]=2[N:8]=1)=O.[C@@H:27]1(N)[CH2:32][CH2:31][CH2:30][CH2:29][C@H:28]1[NH2:33].CCN(C(C)C)C(C)C.CN1C(=[O:50])CCC1>>[OH:50][C@@H:27]1[CH2:32][CH2:31][CH2:30][CH2:29][C@H:28]1[NH:33][C:4]1[S:5][C:6]2[CH:12]=[C:11]([O:13][C:14]3[CH:19]=[CH:18][N:17]=[C:16]([C:20]([O:22][C:23]([CH3:25])([CH3:26])[CH3:24])=[O:21])[CH:15]=3)[CH:10]=[CH:9][C:7]=2[N:8]=1. Reported procedure: To the solution of tert-butyl 4-(2-(methylsulfinyl)benzo[d]thiazol-6-yloxy)picolinate (500 mg, 1.25 mmol) in 10 ml of NMP was added (1R,2R)-cyclohexane-1,2-diamine (581 mg, 3.84 mmol) and DIPEA (0.995 ml, 5.76 mmol). The reaction solution was stirred at 100° C. for 3 days. The crude reaction solution was purified on prep HPLC and evaporated in vacuo to give tert-butyl 4-(2-((1R,2R)-2-hydroxycyclohexylamino)benzo[d]thiazol-6-yloxy)picolinate (240 mg, 0.544 mmol) as white powder. ES/MS m/z 442.5 (...